Dataset: the Open Reaction Database (ORD), a public repository of structured organic reaction records. Task: describe an organic reaction: reactants, conditions, products, and yield The reactants are C(C)(C)(C)OC(=O)N[C@H](C(=O)OC)CC1=CC=C(C=C1)C1=CC=CC=C1 (methyl (S)-2-(t-butoxycarbonylamino)-3-(4-biphenylyl)-propionate), Cl (hydrogen chloride). The solvent is C(C)(=O)OCC (ethyl acetate), C(C)(=O)OCC (ethyl acetate). Reaction conditions: time 3 hour. Yields the product Cl.N[C@H](C(=O)OC)CC1=CC=C(C=C1)C1=CC=CC=C1 (methyl (S)-2-amino-3-(4-biphenylyl)-propionate hydrochloride). As a reaction SMILES: C(OC([NH:8][C@@H:9]([CH2:14][C:15]1[CH:20]=[CH:19][C:18]([C:21]2[CH:26]=[CH:25][CH:24]=[CH:23][CH:22]=2)=[CH:17][CH:16]=1)[C:10]([O:12][CH3:13])=[O:11])=O)(C)(C)C.[ClH:27]>C(OCC)(=O)C>[ClH:27].[NH2:8][C@@H:9]([CH2:14][C:15]1[CH:20]=[CH:19][C:18]([C:21]2[CH:26]=[CH:25][CH:24]=[CH:23][CH:22]=2)=[CH:17][CH:16]=1)[C:10]([O:12][CH3:13])=[O:11] |f:3.4|. Procedure: To a solution of methyl (S)-2-(t-butoxycarbonylamino)-3-(4-biphenylyl)-propionate (1.25 mmol) in ethyl acetate (2 mL), is added a saturated solution of anhydrous hydrogen chloride in ethyl acetate (4.5 mL). The solution is stirred at room temperature for 3 hours. The reaction mixture is concentrated to obtain methyl (S)-2-amino-3-(4-biphenylyl)-propionate hydrochloride, m.p. 205°-207°; [60 ]D20 +11.8° (c=1, CH3OH), also named (S)-(4-biphenyl)-alanine methyl ester hydrochloride. Starting materials: C(=O)(O)[O-].[Na+] (NaHCO3), C(C1=CC=CC=C1)N1CCOC(C1)C1=CC=C(C=C1)Br (4-benzyl-6-(4-bromo-phenyl)-morpholine), C1(=CC=CC=C1)S(=O)[O-].[Na+] (sodium benzenesulfinate), C(=O)([O-])[O-].[Cs+].[Cs+] (Cs2CO3). Reagents/catalysts: C=1C=CC(=CC1)/C=C/C(=O)/C=C/C2=CC=CC=C2.C=1C=CC(=CC1)/C=C/C(=O)/C=C/C2=CC=CC=C2.C=1C=CC(=CC1)/C=C/C(=O)/C=C/C2=CC=CC=C2.[Pd].[Pd] (Pd2dba3), CC1(C2=C(C(=CC=C2)P(C3=CC=CC=C3)C4=CC=CC=C4)OC5=C(C=CC=C51)P(C6=CC=CC=C6)C7=CC=CC=C7)C (Xantphos), [Cl-].C(CCC)[N+](CCCC)(CCCC)CCCC (tetrabutylammonium chloride). Solvent: CCOC(=O)C (EtOAc), C1(=CC=CC=C1)C (toluene). Product: C1(=CC=CC=C1)S(=O)(=O)C1=CC=C(C=C1)C1CN(CCO1)CC1=CC=CC=C1 (2-(4-benzenesulfonyl-phenyl)-4-benzyl-morpholine). Isolated yield 52.7%. Reaction SMILES: [CH2:1]([N:8]1[CH2:13][CH:12]([C:14]2[CH:19]=[CH:18][C:17](Br)=[CH:16][CH:15]=2)[O:11][CH2:10][CH2:9]1)[C:2]1[CH:7]=[CH:6][CH:5]=[CH:4][CH:3]=1.[C:21]1([S:27]([O-:29])=[O:28])[CH:26]=[CH:25][CH:24]=[CH:23][CH:22]=1.[Na+].C([O-])([O-])=O.[Cs+].[Cs+].C([O-])(O)=O.[Na+]>[Cl-].C([N+](CCCC)(CCCC)CCCC)CCC.C1(C)C=CC=CC=1.C1C=CC(/C=C/C(/C=C/C2C=CC=CC=2)=O)=CC=1.C1C=CC(/C=C/C(/C=C/C2C=CC=CC=2)=O)=CC=1.C1C=CC(/C=C/C(/C=C/C2C=CC=CC=2)=O)=CC=1.[Pd].[Pd].CC1(C)C2C(=C(P(C3C=CC=CC=3)C3C=CC=CC=3)C=CC=2)OC2C(P(C3C=CC=CC=3)C3C=CC=CC=3)=CC=CC1=2.CCOC(C)=O>[C:21]1([S:27]([C:17]2[CH:18]=[CH:19][C:14]([CH:12]3[O:11][CH2:10][CH2:9][N:8]([CH2:1][C:2]4[CH:7]=[CH:6][CH:5]=[CH:4][CH:3]=4)[CH2:13]3)=[CH:15][CH:16]=2)(=[O:29])=[O:28])[CH:26]=[CH:25][CH:24]=[CH:23][CH:22]=1 |f:1.2,3.4.5,6.7,8.9,11.12.13.14.15|. Reported procedure: To a degassed mixture of 4-benzyl-6-(4-bromo-phenyl)-morpholine (0.45 g; 1.35 mmol), sodium benzenesulfinate (0.27 g; 1.63 mmol), Cs2CO3 (0.66 g; 2.03 mmol), and tetrabutylammonium chloride (0.45 g; 1.63 mmol) in toluene (10 mL), was added Pd2dba3 (31.01 mg; 0.03 mmol) and Xantphos (39.19 mg; 0.07 mmol). The resulting mixture was heated under reflux for 2 days. After cooling to RT, EtOAc and a 5% aqueous NaHCO3 solution were added. The layers were separated and the organic layer was dried (Na2SO... Reactants: CO.CCOC(=O)C (MeOH EtOAc), CC=1N(C2=CC=C(C=C2C1CC(=O)N)[N+](=O)[O-])CC1=CC=CC=C1 (2-methyl-5-nitro-1-(phenylmethyl)-1H-indole-3-acetamide), [H][H] (hydrogen). The reagents and catalysts are [Pd] (Pd/C). The solvent is C1CCOC1.CCO (THF EtOH). The product is NC=1C=C2C(=C(N(C2=CC1)CC1=CC=CC=C1)C)CC(=O)N (5-amino-2-methyl-1-(phenylmethyl)-1H-indole-3-acetamide). Isolated yield 28.0%. Reaction SMILES: [CH3:1][C:2]1[N:3]([CH2:18][C:19]2[CH:24]=[CH:23][CH:22]=[CH:21][CH:20]=2)[C:4]2[C:9]([C:10]=1[CH2:11][C:12]([NH2:14])=[O:13])=[CH:8][C:7]([N+:15]([O-])=O)=[CH:6][CH:5]=2.[H][H].CO.CCOC(C)=O>C1COCC1.CCO.[Pd]>[NH2:15][C:7]1[CH:8]=[C:9]2[C:4](=[CH:5][CH:6]=1)[N:3]([CH2:18][C:19]1[CH:24]=[CH:23][CH:22]=[CH:21][CH:20]=1)[C:2]([CH3:1])=[C:10]2[CH2:11][C:12]([NH2:14])=[O:13] |f:2.3,4.5|. Reported procedure: A solution of 205 mg (0.634 mmol) of 2-methyl-5-nitro-1-(phenylmethyl)-1H-indole-3-acetamide in 30 mL of 2:1 THF/EtOH was hydrogenated at 60 psi (4218 g/cm2) of hydrogen for 4 hours using 0.1 g of Pd/C as catalyst. The catalyst was filtered and the filtrate concentrated at reduced pressure. The residue was chromatographed on silica eluting with EtOAc and then 5% MeOH/EtOAc to give 52 mg (28% yield) of 5-amino-2-methyl-1-(phenylmethyl)-1H-indole-3-acetamide, mp, 175-178° C.